Dataset: the Open Reaction Database (ORD), a public repository of structured organic reaction records. Task: describe an organic reaction: reactants, conditions, products, and yield Starting materials: COC(=O)c1ccc(OS(=O)(=O)C(F)(F)F)c(C=O)c1, COc1ccc(F)c(B(O)O)c1, c1ccc(P(c2ccccc2)(c2ccccc2)[Pd](P(c2ccccc2)(c2ccccc2)c2ccccc2)(P(c2ccccc2)(c2ccccc2)c2ccccc2)P(c2ccccc2)(c2ccccc2)c2ccccc2)cc1. Yields the product COC(=O)c1ccc(-c2cc(OC)ccc2F)c(C=O)c1. As a reaction SMILES: [CH:1](=[O:2])[c:3]1[cH:4][c:5]([C:6](=[O:7])[O:8][CH3:9])[cH:10][cH:11][c:12]1[O:13][S:14]([C:15]([F:16])([F:17])[F:18])(=[O:19])=[O:20].[F:21][c:22]1[c:23]([B:30]([OH:31])[OH:32])[cH:24][c:25]([O:28][CH3:29])[cH:26][cH:27]1.[cH:33]1[cH:34][cH:35][c:36]([P:37]([Pd:38]([P:39]([c:40]2[cH:41][cH:42][cH:43][cH:44][cH:45]2)([c:46]2[cH:47][cH:48][cH:49][cH:50][cH:51]2)[c:52]2[cH:53][cH:54][cH:55][cH:56][cH:57]2)([P:58]([c:59]2[cH:60][cH:61][cH:62][cH:63][cH:64]2)([c:65]2[cH:66][cH:67][cH:68][cH:69][cH:70]2)[c:71]2[cH:72][cH:73][cH:74][cH:75][cH:76]2)[P:77]([c:78]2[cH:79][cH:80][cH:81][cH:82][cH:83]2)([c:84]2[cH:85][cH:86][cH:87][cH:88][cH:89]2)[c:90]2[cH:91][cH:92][cH:93][cH:94][cH:95]2)([c:96]2[cH:97][cH:98][cH:99][cH:100][cH:101]2)[c:102]2[cH:103][cH:104][cH:105][cH:106][cH:107]2)[cH:108][cH:109]1>>[CH:1](=[O:2])[c:3]1[cH:4][c:5]([C:6](=[O:7])[O:8][CH3:9])[cH:10][cH:11][c:12]1-[c:23]1[c:22]([F:21])[cH:27][cH:26][c:25]([O:28][CH3:29])[cH:24]1. Reactants: COC(C=1C(O)=CC=C(C1)C#N)=O (5-cyanosalicylic acid methyl ester), C(C)#N (acetonitrile), C(O)CN (ethanolamine), C(O)CN (ethanolamine). Yields the product C(#N)C1=CC=C(C(C(=O)N)=C1)OCCO (5-cyano-(2-hydroxyethyl)salicylamide). Reaction SMILES: CO[C:3](=[O:13])[C:4]1[C:5](=[CH:7][CH:8]=[C:9]([C:11]#[N:12])[CH:10]=1)[OH:6].[CH2:14]([CH2:16]N)[OH:15].C(#[N:20])C>>[C:11]([C:9]1[CH:10]=[C:4]([C:3]([NH2:20])=[O:13])[C:5]([O:6][CH2:16][CH2:14][OH:15])=[CH:7][CH:8]=1)#[N:12]. Reported procedure: A solution of 9.7 g (0.547 mole) of 5-cyanosalicylic acid methyl ester (prepared as described in Chem. Pharm. Bull., 1984, 38, 4466-4477) in 15 ml of acetonitrile, was combined with 4.01 g (0.65 mole) of ethanolamine, and then heated at reflux for 24 hours. At the end of the 4th and 7th hours, two further portions of 1 g (0.016 mole) each of ethanolamine were added. At the end of the heating, the solution was evaporated to dryness under vacuum, taken up with ethyl acetate and washed with hydroch... Starting materials: ClC=1C(=NC=NC1Cl)N (5,6-dichloropyrimidin-4-amine), O(C1=CC=CC=C1)C1=CC=C(C=C1)B(O)O (4-phenoxyphenylboronic acid), NCC1(CCN(CC1)C(=O)OC(C)(C)C)F (tert-butyl 4-(aminomethyl)-4-fluoropiperidine-1-carboxylate), N1(CCCCC1)CCC(=O)O (3-(piperidin-1-yl)propanoic acid). The product is NC1=C(C(=NC=N1)NCC1(CCN(CC1)C(CCN1CCCCC1)=O)F)C1=CC=C(C=C1)OC1=CC=CC=C1 (1-(4-(((6-amino-5-(4-phenoxyphenyl)pyrimidin-4-yl)amino)methyl)-4-fluoropiperidin-1-yl)-3-(piperidin-1-yl)propan-1-one). The yield is 23.4%. Reaction SMILES: Cl[C:2]1[C:3]([NH2:9])=[N:4][CH:5]=[N:6][C:7]=1Cl.[O:10]([C:17]1[CH:22]=[CH:21][C:20](B(O)O)=[CH:19][CH:18]=1)[C:11]1[CH:16]=[CH:15][CH:14]=[CH:13][CH:12]=1.[NH2:26][CH2:27][C:28]1([F:41])[CH2:33][CH2:32][N:31]([C:34]([O:36]C(C)(C)C)=O)[CH2:30][CH2:29]1.[N:42]1([CH2:48][CH2:49]C(O)=O)[CH2:47][CH2:46][CH2:45][CH2:44][CH2:43]1>>[NH2:9][C:3]1[N:4]=[CH:5][N:6]=[C:7]([NH:26][CH2:27][C:28]2([F:41])[CH2:29][CH2:30][N:31]([C:34](=[O:36])[CH2:49][CH2:48][N:42]3[CH2:47][CH2:46][CH2:45][CH2:44][CH2:43]3)[CH2:32][CH2:33]2)[C:2]=1[C:20]1[CH:21]=[CH:22][C:17]([O:10][C:11]2[CH:16]=[CH:15][CH:14]=[CH:13][CH:12]=2)=[CH:18][CH:19]=1. Reported procedure: 1-(4-(((6-amino-5-(4-phenoxyphenyl)pyrimidin-4-yl)amino)methyl)-4-fluoropiperidin-1-yl)-3-(piperidin-1-yl)propan-1-one was prepared 5,6-dichloropyrimidin-4-amine, 4-phenoxyphenylboronic acid, tert-butyl 4-(aminomethyl)-4-fluoropiperidine-1-carboxylate and 3-(piperidin-1-yl)propanoic acid with method S1, S2, S3, S4A. Yield 23.4%. 1H NMR (CD3OD) δ 8.26 (s, 1H), 7.14-7.40 (m, 9H), 4.29 (d, 1H), 3.80 (d, 1H), 3.62 (dd, 2H), 3.00 (m, 1H), 2.60-2.77 (m, 7H), 1.78 (m, 2H), 1.69 (m, 5H), 1.52 (m, 2H). H... The reactants are ClC1=CC=C(C=C1)O (4-chlorophenol), CN1C(N(C(C=C1N1CCN(CC1)CCCSC1=CC=C(C=C1)C)=O)C)=O (1,3-dimethyl-6-[4-(3-[4-methylthiophenoxy]propyl)piperazin-1-yl]-2,4(1H,3H)-pyrimidinedione), CC1=CC=C(C=C1)S (4-methylthiophenol). The product is Cl.CN1C(N(C(C=C1N1CCN(CC1)CCCSC1=CC=C(C=C1)C)=O)C)=O (1,3-dimethyl-6-[4-(3-[4-methylthiophenoxy]propyl)piperazin-1-yl]-2,4 (1H,3H)-pyrimidinedione.hydrochloride). RXN SMILES: [Cl:1]C1C=CC(O)=CC=1.CC1C=CC(S)=CC=1.[CH3:17][N:18]1[C:23]([N:24]2[CH2:29][CH2:28][N:27]([CH2:30][CH2:31][CH2:32][S:33][C:34]3[CH:39]=[CH:38][C:37]([CH3:40])=[CH:36][CH:35]=3)[CH2:26][CH2:25]2)=[CH:22][C:21](=[O:41])[N:20]([CH3:42])[C:19]1=[O:43]>>[ClH:1].[CH3:17][N:18]1[C:23]([N:24]2[CH2:25][CH2:26][N:27]([CH2:30][CH2:31][CH2:32][S:33][C:34]3[CH:35]=[CH:36][C:37]([CH3:40])=[CH:38][CH:39]=3)[CH2:28][CH2:29]2)=[CH:22][C:21](=[O:41])[N:20]([CH3:42])[C:19]1=[O:43] |f:3.4|. Procedure details: The same treatment as in Example 3 was effected except that 4-chlorophenol was replaced with 4-methylthiophenol, thereby obtaining 12.5 g of the crystals of 1,3-dimethyl-6-[4-(3-[4-methylthiophenoxy]propyl)piperazin-1-yl]-2,4(1H,3H)-pyrimidinedione. The reactants are CC1=CC=C(C=C1)S(=O)(=O)OC[C@@H]1OCCC1 ((R)-(tetrahydrofuran-2-yl)methyl 4-methylbenzenesulfonate), CC1=NOC2=C1C=C1C(=C2)OCC12C(NC1=CC=CC=C21)=O (3-methylspiro[furo[3,2-f][1,2]benzisoxazole-5,3′-indol]-2′(1′H)-one), BrCC=1OC(=CC1)C(F)(F)F (2-(bromomethyl)-5-(trifluoromethyl)furan), FC1=CC2=C(C=C1C#N)C1(C(NC3=CC=CC=C13)=O)CO2 (6-fluoro-2′-oxo-1′,2′-dihydrospiro[1-benzofuran-3,3′-indole]-5-carbonitrile). Yields the product FC1=CC2=C(C=C1C#N)C1(C(N(C3=CC=CC=C13)C[C@@H]1OCCC1)=O)CO2 (6-fluoro-2′-oxo-1′-[(2R)-tetrahydrofuran-2-ylmethyl]-1′,2′-dihydrospiro[1-benzofuran-3,3′-indole]-5-carbonitrile). RXN SMILES: CC1C=CC(S(O[CH2:12][C@H:13]2[CH2:17][CH2:16][CH2:15][O:14]2)(=O)=O)=CC=1.BrCC1OC(C(F)(F)F)=CC=1.[F:29][C:30]1[C:35]([C:36]#[N:37])=[CH:34][C:33]2[C:38]3([CH2:48][O:49][C:32]=2[CH:31]=1)[C:46]1[C:41](=[CH:42][CH:43]=[CH:44][CH:45]=1)[NH:40][C:39]3=[O:47].CC1C2C=C3C4(C5C(=CC=CC=5)NC4=O)COC3=CC=2ON=1>>[F:29][C:30]1[C:35]([C:36]#[N:37])=[CH:34][C:33]2[C:38]3([CH2:48][O:49][C:32]=2[CH:31]=1)[C:46]1[C:41](=[CH:42][CH:43]=[CH:44][CH:45]=1)[N:40]([CH2:12][C@H:13]1[CH2:17][CH2:16][CH2:15][O:14]1)[C:39]3=[O:47]. Procedure details: Following the procedure as described in EXAMPLE 9 and making non-critical variations using (R)-(tetrahydrofuran-2-yl)methyl 4-methylbenzenesulfonate to replace 2-(bromomethyl)-5-(trifluoromethyl)furan, and 6-fluoro-2′-oxo-1′,2′-dihydrospiro[1-benzofuran-3,3′-indole]-5-carbonitrile to replace 3-methylspiro[furo[3,2-f][1,2]benzisoxazole-5,3′-indol]-2′(1′H)-one, 6-fluoro-2′-oxo-1′-[(2R)-tetrahydrofuran-2-ylmethyl]-1′,2′-dihydrospiro[1-benzofuran-3,3′-indole]-5-carbonitrile was obtained (34%): 1H NM... Reactants: C, CN(C)C=O, Cc1cc([N+](=O)[O-])c(O)c2c1CCC2=O, [Pd]. Product: Cc1cc(N)c(O)c2c1CCC2=O. As a reaction SMILES: [C:21].[CH3:16][N:17]([CH3:18])[CH:19]=[O:20].[CH3:1][c:2]1[c:3]2[c:7]([c:8]([OH:14])[c:9]([N+:11]([O-:12])=[O:13])[cH:10]1)[C:6](=[O:15])[CH2:5][CH2:4]2.[Pd:22]>>[CH3:1][c:2]1[c:3]2[c:7]([c:8]([OH:14])[c:9]([NH2:11])[cH:10]1)[C:6](=[O:15])[CH2:5][CH2:4]2. The reactants are CC(C)c1cc(C(C)C)c(O)c(C(C)C)c1, CCOC(=O)CS(=O)(=O)Cl, ClCCl. The product is CCOC(=O)CS(=O)(=O)Oc1c(C(C)C)cc(C(C)C)cc1C(C)C. Reaction SMILES: [CH:11]([CH3:12])([CH3:13])[c:14]1[c:15]([OH:26])[c:16]([CH:23]([CH3:24])[CH3:25])[cH:17][c:18]([CH:20]([CH3:21])[CH3:22])[cH:19]1.[Cl:1][S:2](=[O:3])(=[O:4])[CH2:5][C:6](=[O:7])[O:8][CH2:9][CH3:10].[Cl:27][CH2:28][Cl:29]>>[S:2](=[O:3])(=[O:4])([CH2:5][C:6](=[O:7])[O:8][CH2:9][CH3:10])[O:26][c:15]1[c:14]([CH:11]([CH3:12])[CH3:13])[cH:19][c:18]([CH:20]([CH3:21])[CH3:22])[cH:17][c:16]1[CH:23]([CH3:24])[CH3:25].